This data is from the Open Reaction Database (ORD), a public repository of structured organic reaction records. The task is: describe an organic reaction: reactants, conditions, products, and yield Reactants: ClC1=C(C=C(CNC(C(F)(F)F)=O)C=C1)C1=NN(C(N1)=O)C=1C=NC(=CC1)C(F)(F)F (N-(4-chloro-3-(1-(6-(trifluoromethyl)pyridin-3-yl)-4,5-dihydro-5-oxo-1H-1,2,4-triazol-3-yl)benzyl)-2,2,2-trifluoroacetamide), [OH-].[K+] (KOH), C1CCOC1 (THF). The solvent is O (water). The product is NCC=1C=CC(=C(C1)C=1NC(N(N1)C=1C=NC(=CC1)C(F)(F)F)=O)Cl (5-(5-(aminomethyl)-2-chlorophenyl)-2-(6-(trifluoromethyl)pyridin-3-yl)-2H-1,2,4-triazol-3(4H)-one). The yield is 110.2%. RXN SMILES: [Cl:1][C:2]1[CH:15]=[CH:14][C:5]([CH2:6][NH:7]C(=O)C(F)(F)F)=[CH:4][C:3]=1[C:16]1[NH:20][C:19](=[O:21])[N:18]([C:22]2[CH:23]=[N:24][C:25]([C:28]([F:31])([F:30])[F:29])=[CH:26][CH:27]=2)[N:17]=1.[OH-].[K+].C1COCC1>O>[NH2:7][CH2:6][C:5]1[CH:14]=[CH:15][C:2]([Cl:1])=[C:3]([C:16]2[NH:20][C:19](=[O:21])[N:18]([C:22]3[CH:23]=[N:24][C:25]([C:28]([F:30])([F:29])[F:31])=[CH:26][CH:27]=3)[N:17]=2)[CH:4]=1 |f:1.2|. Procedure: The title compound was prepared according to the procedure described in Intermediate-66 by using N-(4-chloro-3-(1-(6-(trifluoromethyl)pyridin-3-yl)-4,5-dihydro-5-oxo-1H-1,2,4-triazol-3-yl)benzyl)-2,2,2-trifluoroacetamide (0.400 g), KOH (0.400 g), THF (5.0 mL), and water (5 mL) to afford 0.350 g of the desired product.